describe an organic reaction: reactants, conditions, products, and yield From a dataset of the Open Reaction Database (ORD), a public repository of structured organic reaction records. Reactants: 14, FC1=CC=C(C(=O)C2(CCN(CC2)C(=O)OCC)C2=CC=CC=C2)C=C1 (ethyl 4-(4-fluorobenzoyl)-4-phenyl-1-piperidinecarboxylate), Br (hydrobromic acid). The solvent is O (water), O (water). The product is O.Br.FC1=CC=C(C=C1)C(=O)C1(CCNCC1)C1=CC=CC=C1.FC1=CC=C(C=C1)C(=O)C1(CCNCC1)C1=CC=CC=C1.Br ((4-fluorophenyl) (4-phenyl-4-piperidinyl)methanone hydrobromide hemihydrate). Reaction SMILES: [F:1][C:2]1[CH:26]=[CH:25][C:5]([C:6]([C:8]2([C:19]3[CH:24]=[CH:23][CH:22]=[CH:21][CH:20]=3)[CH2:13][CH2:12][N:11](C(OCC)=O)[CH2:10][CH2:9]2)=[O:7])=[CH:4][CH:3]=1.[BrH:27]>O>[OH2:7].[BrH:27].[F:1][C:2]1[CH:3]=[CH:4][C:5]([C:6]([C:8]2([C:19]3[CH:20]=[CH:21][CH:22]=[CH:23][CH:24]=3)[CH2:13][CH2:12][NH:11][CH2:10][CH2:9]2)=[O:7])=[CH:25][CH:26]=1.[F:1][C:2]1[CH:3]=[CH:4][C:5]([C:6]([C:8]2([C:19]3[CH:20]=[CH:21][CH:22]=[CH:23][CH:24]=3)[CH2:13][CH2:12][NH:11][CH2:10][CH2:9]2)=[O:7])=[CH:25][CH:26]=1.[BrH:27] |f:3.4.5.6.7|. Procedure: A mixture of 14 parts of ethyl 4-(4-fluorobenzoyl)-4-phenyl-1-piperidinecarboxylate and 150 parts of a hydrobromic acid solution 48% in water was stirred and refluxed for 30 minutes. The reaction mixture was diluted with 100 parts of water and the whole was stirred while the mixture was allowed to cool to room temperature. The precipitated product was filtered off (filtrate I was set aside), washed with methylbenzene and stirred in 2-propanone. It was filtered off again (filtrate II was set asid...